This data is from the Open Reaction Database (ORD), a public repository of structured organic reaction records. The task is: describe an organic reaction: reactants, conditions, products, and yield The reactants are C(C)OC(=O)C=1NC2=CC=CC(=C2C1)OC1=CC=C(C=C1)F (4-(4-Fluoro-phenoxy)-1H-indole-2-carboxylic acid ethyl ester), [Li+].[OH-] (LiOH). Solvent: CO (methanol), O (water). Conditions: time 18 hour. Product: FC1=CC=C(OC2=C3C=C(NC3=CC=C2)C(=O)O)C=C1 (4-(4-Fluoro-phenoxy)-1H-indole-2-carboxylic acid). As a reaction SMILES: C([O:3][C:4]([C:6]1[NH:7][C:8]2[C:13]([CH:14]=1)=[C:12]([O:15][C:16]1[CH:21]=[CH:20][C:19]([F:22])=[CH:18][CH:17]=1)[CH:11]=[CH:10][CH:9]=2)=[O:5])C.[Li+].[OH-]>CO.O>[F:22][C:19]1[CH:18]=[CH:17][C:16]([O:15][C:12]2[CH:11]=[CH:10][CH:9]=[C:8]3[C:13]=2[CH:14]=[C:6]([C:4]([OH:5])=[O:3])[NH:7]3)=[CH:21][CH:20]=1 |f:1.2|. Reported procedure: 148 (510 mg, 1.7 mmol) is dissolved in 10 ml of methanol and treated with a solution of LiOH (82 mg, 3.4 mmol) in 5 ml of water. The mixture is stirred at room temperature for 18 hours. After evaporation, the crude product is acidified at 0° C. with 2M HCl and extracted with ethyl acetate. The organic layers are dried over sodium sulphate and evaporated. Starting materials: C1CCOC1, CCCCCCC(F)CO, CCCCCC1CCC(CCc2ccc(-c3ncc(O)cn3)c(F)c2F)CC1, CCCCCCC(F)COc1cnc(-c2ccc(CCCCC)c(F)c2F)nc1, CCOC(=O)N=NC(=O)OCC, c1ccc(P(c2ccccc2)c2ccccc2)cc1. Product: CCCCCCC(F)COc1cnc(-c2ccc(CCC3CCC(CCCCC)CC3)c(F)c2F)nc1. RXN SMILES: [CH2:99]1[O:100][CH2:101][CH2:102][CH2:103]1.[F:13][CH:14]([CH2:15][OH:16])[CH2:17][CH2:18][CH2:19][CH2:20][CH2:21][CH3:22].[F:23][c:24]1[c:25](-[c:44]2[n:45][cH:46][c:47]([OH:50])[cH:48][n:49]2)[cH:26][cH:27][c:28]([CH2:31][CH2:32][CH:33]2[CH2:34][CH2:35][CH:36]([CH2:39][CH2:40][CH2:41][CH2:42][CH3:43])[CH2:37][CH2:38]2)[c:29]1[F:30].[F:70][c:71]1[c:72]([F:73])[c:74]([CH2:75][CH2:76][CH2:77][CH2:78][CH3:79])[cH:80][cH:81][c:82]1-[c:83]1[n:84][cH:85][c:86]([O:87][CH2:88][CH:89]([F:90])[CH2:91][CH2:92][CH2:93][CH2:94][CH2:95][CH3:96])[cH:97][n:98]1.[O:1]=[C:2]([O:3][CH2:4][CH3:5])[N:6]=[N:7][C:8]([O:9][CH2:10][CH3:11])=[O:12].[c:51]1([P:52]([c:53]2[cH:54][cH:55][cH:56][cH:57][cH:58]2)[c:59]2[cH:60][cH:61][cH:62][cH:63][cH:64]2)[cH:65][cH:66][cH:67][cH:68][cH:69]1>>[F:13][CH:14]([CH2:15][O:16][c:47]1[cH:46][n:45][c:44](-[c:25]2[c:24]([F:23])[c:29]([F:30])[c:28]([CH2:31][CH2:32][CH:33]3[CH2:34][CH2:35][CH:36]([CH2:39][CH2:40][CH2:41][CH2:42][CH3:43])[CH2:37][CH2:38]3)[cH:27][cH:26]2)[n:49][cH:48]1)[CH2:17][CH2:18][CH2:19][CH2:20][CH2:21][CH3:22].